This data is from the Open Reaction Database (ORD), a public repository of structured organic reaction records. The task is: describe an organic reaction: reactants, conditions, products, and yield RXN SMILES: [Br:15][N:16]1[C:17](=[O:18])[CH2:19][CH2:20][C:21]1=[O:22].[C:23]([O:24][O:25][C:26](=[O:27])[c:28]1[cH:29][cH:30][cH:31][cH:32][cH:33]1)(=[O:34])[c:35]1[cH:36][cH:37][cH:38][cH:39][cH:40]1.[C:41]([Cl:42])([Cl:43])([Cl:44])[Cl:45].[CH3:1][c:2]1[c:3]([C:4](=[O:5])[C:6](=[O:7])[O:8][CH2:9][CH3:10])[cH:11][cH:12][cH:13][cH:14]1>>[CH2:1]([c:2]1[c:3]([C:4](=[O:5])[C:6](=[O:7])[O:8][CH2:9][CH3:10])[cH:11][cH:12][cH:13][cH:14]1)[Br:15]. Reactants: O=C1CCC(=O)N1Br, O=C(OOC(=O)c1ccccc1)c1ccccc1, ClC(Cl)(Cl)Cl, CCOC(=O)C(=O)c1ccccc1C. The product is CCOC(=O)C(=O)c1ccccc1CBr. Reactants: CN(C1=CNC2=NC=C(C=C21)[N+](=O)[O-])C (N,N-Dimethyl-5-nitro-1H-pyrrolo[2,3-b]pyridin-3-amine), [H][H] (hydrogen). The reagents and catalysts are [Pd] (Pd/C). Solvent: CCOC(=O)C (EtOAc), CO (methanol). The product is CN(C1=CNC2=NC=C(C=C21)N)C (N3,N3-dimethyl-1H-pyrrolo[2,3-b]pyridine-3,5-diamine). Yield: 39.8%. Reaction SMILES: [CH3:1][N:2]([CH3:15])[C:3]1[C:11]2[C:6](=[N:7][CH:8]=[C:9]([N+:12]([O-])=O)[CH:10]=2)[NH:5][CH:4]=1.[H][H]>CO.CCOC(C)=O.[Pd]>[CH3:1][N:2]([CH3:15])[C:3]1[C:11]2[C:6](=[N:7][CH:8]=[C:9]([NH2:12])[CH:10]=2)[NH:5][CH:4]=1. Procedure details: N,N-Dimethyl-5-nitro-1H-pyrrolo[2,3-b]pyridin-3-amine (50 mg) was taken up in methanol (3 mL) and EtOAc (3 mL). 10% Pd/C (50 mg) was added, and the mixture was hydrogenated under a balloon of hydrogen for one hour. The mixture was then filtered through GF/F filter paper, and the filtrate was concentrated to a solid. This material was purified by preparative TLC (0.5 mm plate, 10% MeOH/DCM/0.5% NH4OH) to give N3,N3-dimethyl-1H-pyrrolo[2,3-b]pyridine-3,5-diamine (17 mg, 40%). (APCI-pos) M+1=177.2. Reactants: CCO, CCOC(=O)c1ccnc(-c2cc(OC)c(Cl)c(OC)c2)c1, [Na+], [OH-]. The product is COc1cc(-c2cc(C(=O)O)ccn2)cc(OC)c1Cl. Reaction SMILES: [CH3:25][CH2:26][OH:27].[Cl:1][c:2]1[c:3]([O:21][CH3:22])[cH:4][c:5](-[c:10]2[cH:11][c:12]([C:13](=[O:14])[O:15][CH2:16][CH3:17])[cH:18][cH:19][n:20]2)[cH:6][c:7]1[O:8][CH3:9].[Na+:24].[OH-:23]>>[Cl:1][c:2]1[c:3]([O:21][CH3:22])[cH:4][c:5](-[c:10]2[cH:11][c:12]([C:13](=[O:14])[OH:15])[cH:18][cH:19][n:20]2)[cH:6][c:7]1[O:8][CH3:9]. The reactants are ClC1=CC=C(C(=O)C2=C(C=C(N2C)CC2=CC=C(N)C=C2)C)C=C1 (4-[5-(4-Chlorobenzoyl)-1,4-dimethyl-1H-pyrrol-2-ylmethyl]aniline), ClCCS(=O)(=O)Cl (2-chloroethanesulfonyl chloride). Run in N1=CC=CC=C1 (pyridine). Reaction conditions: time 1.5 hour. Product: ClC1=CC=C(C(=O)C2=C(C=C(N2C)CC2=CC=C(C=C2)NS(=O)(=O)C=C)C)C=C1 (N-{4-[5-(4-chloro-benzoyl)-1,4-dimethyl-1H-pyrrol-2-ylmethyl]phenyl}ethenesulfonamide). The yield is 92.5%. RXN SMILES: [Cl:1][C:2]1[CH:24]=[CH:23][C:5]([C:6]([C:8]2[N:12]([CH3:13])[C:11]([CH2:14][C:15]3[CH:21]=[CH:20][C:18]([NH2:19])=[CH:17][CH:16]=3)=[CH:10][C:9]=2[CH3:22])=[O:7])=[CH:4][CH:3]=1.Cl[CH2:26][CH2:27][S:28](Cl)(=[O:30])=[O:29]>N1C=CC=CC=1>[Cl:1][C:2]1[CH:3]=[CH:4][C:5]([C:6]([C:8]2[N:12]([CH3:13])[C:11]([CH2:14][C:15]3[CH:16]=[CH:17][C:18]([NH:19][S:28]([CH:27]=[CH2:26])(=[O:30])=[O:29])=[CH:20][CH:21]=3)=[CH:10][C:9]=2[CH3:22])=[O:7])=[CH:23][CH:24]=1. Procedure: 4-[5-(4-Chlorobenzoyl)-1,4-dimethyl-1H-pyrrol-2-ylmethyl]aniline (1.1 g, 3.25 mmol) was dissolved in pyridine (16.5 ml) and 2-chloroethanesulfonyl chloride (1.02 ml, 9.74 mmol) was added to the solution. The mixture was stirred for 1.5 h and then concentrated to dryness. The residue was filtered through a pad of silica gel (ethyl acetate) to give N-{4-[5-(4-chloro-benzoyl)-1,4-dimethyl-1H-pyrrol-2-ylmethyl]phenyl}ethenesulfonamide, (1.29 g, 93%) as a solid.